Task: describe an organic reaction: reactants, conditions, products, and yield. Dataset: the Open Reaction Database (ORD), a public repository of structured organic reaction records The reactants are ClC1=CC=C2C(=C(N(C2=C1)C)C=1C=NC=C(C1)C=O)C#N (6-chloro-2-(5-formyl-pyridin-3-yl)-1-methyl-1H-indole-3-carbonitrile), CN1C(CNCC1)=O (1-methyl-piperazin-2-one). Product: ClC1=CC=C2C(=C(N(C2=C1)C)C=1C=NC=C(C1)CN1CC(N(CC1)C)=O)C#N (6-chloro-1-methyl-2-[5-(4-methyl-3-oxo-piperazin-1-ylmethyl)-pyridin-3-yl]-1H-indole-3-carbonitrile). As a reaction SMILES: [Cl:1][C:2]1[CH:10]=[C:9]2[C:5]([C:6]([C:20]#[N:21])=[C:7]([C:12]3[CH:13]=[N:14][CH:15]=[C:16]([CH:18]=O)[CH:17]=3)[N:8]2[CH3:11])=[CH:4][CH:3]=1.[CH3:22][N:23]1[CH2:28][CH2:27][NH:26][CH2:25][C:24]1=[O:29]>>[Cl:1][C:2]1[CH:10]=[C:9]2[C:5]([C:6]([C:20]#[N:21])=[C:7]([C:12]3[CH:13]=[N:14][CH:15]=[C:16]([CH2:18][N:26]4[CH2:27][CH2:28][N:23]([CH3:22])[C:24](=[O:29])[CH2:25]4)[CH:17]=3)[N:8]2[CH3:11])=[CH:4][CH:3]=1. Reported procedure: 6-Chloro-2-(5-formyl-pyridin-3-yl)-1-methyl-1H-indole-3-carbonitrile (Example 126) and 1-methyl-piperazin-2-one are processed according to the method described in Example 170 to give 6-chloro-1-methyl-2-[5-(4-methyl-3-oxo-piperazin-1-ylmethyl)-pyridin-3-yl]-1H-indole-3-carbonitrile. 1H NMR (400 MHz, DMSO-d6) δ ppm 2.70 (br. s., 2H), 2.82 (s, 3H), 3.09 (s, 2H), 3.29 (dd, J=11.0, 5.4 Hz, 2H), 3.73 (s, 2H), 3.80 (s, 3H), 7.36 (dd, J=8.6, 1.8 Hz, 1H), 7.72 (d, J=8.3 Hz, 1H), 7.96 (d, J=1.5 Hz, 1H), ... Reactants: N(=[N+]=[N-])C(O)[C@H](N)[C@H](O)\C=C\CCCCCCCCCCCCC (azidosphingosine), S (hydrogen sulfide). Solvent: N1=CC=CC=C1 (pyridine). Product: CCCCCCCCCCCCC/C=C/[C@@H]([C@H](CO)N)O (L-threo-sphingosine). As a reaction SMILES: N([CH:4]([C@@H:6]([C@@H:8](/[CH:10]=[CH:11]/[CH2:12][CH2:13][CH2:14][CH2:15][CH2:16][CH2:17][CH2:18][CH2:19][CH2:20][CH2:21][CH2:22][CH2:23][CH3:24])[OH:9])[NH2:7])[OH:5])=[N+]=[N-].S>N1C=CC=CC=1>[CH3:24][CH2:23][CH2:22][CH2:21][CH2:20][CH2:19][CH2:18][CH2:17][CH2:16][CH2:15][CH2:14][CH2:13][CH2:12]/[CH:11]=[CH:10]/[C@H:8]([OH:9])[C@@H:6]([NH2:7])[CH2:4][OH:5]. Procedure details: The azidosphingosine was then reacted with hydrogen sulfide in pyridine (see Schmidt, Liebigs. Ann. Chem., 663-667 (1988) and U.S. Pat. No. 4,937,328, incorporated herein by reference) to yield L-threo-sphingosine. ##STR10## Reactants: BrCC1=CC=C(C=C1)B1OC(C(O1)(C)C)(C)C (2-(4-Bromomethyl-phenyl)-4,4,5,5-tetramethyl-[1,3,2]dioxaborolane), N1CCOCC1 (morpholine). Solvent: C1CCOC1 (THF). Reaction conditions: time 8 hour. Yields the product CC1(OB(OC1(C)C)C1=CC=C(CN2CCOCC2)C=C1)C (4-[4-(4,4,5,5-Tetramethyl-[1,3,2]dioxaborolan-2-yl)-benzyl]-morpholine). Isolated yield 109.3%. RXN SMILES: Br[CH2:2][C:3]1[CH:8]=[CH:7][C:6]([B:9]2[O:13][C:12]([CH3:15])([CH3:14])[C:11]([CH3:17])([CH3:16])[O:10]2)=[CH:5][CH:4]=1.[NH:18]1[CH2:23][CH2:22][O:21][CH2:20][CH2:19]1>C1COCC1>[CH3:16][C:11]1([CH3:17])[C:12]([CH3:15])([CH3:14])[O:13][B:9]([C:6]2[CH:7]=[CH:8][C:3]([CH2:2][N:18]3[CH2:23][CH2:22][O:21][CH2:20][CH2:19]3)=[CH:4][CH:5]=2)[O:10]1. Reported procedure: 2-(4-Bromomethyl-phenyl)-4,4,5,5-tetramethyl-[1,3,2]dioxaborolane (200 mg, 0.673 mmol) was dissolved in THF (5 mL) and morpholine (0.088 mL, 1.01 mmol) was added. The mixture stirred overnight at room temperature and was then filtered and concentrated to afford the title compound (223 mg, 100%). 1H NMR (300 MHz, CDCl3): δ 7.79 (d, 2H), 7.36 (d, 2H), 3.73 (t, 4H), 3.55 (s, 2H), 2.47 (t, 4H). The solvent is C1CCOC1 (THF). Conditions: time 2 hour. The yield is 55.0%. Procedure details: To a stirred solution of 3-hydroxy-1-Boc azetidine (21; 350 mg, 2.023 mmol) and DIPEA (1.3 ml, 7.080 mmol) in THF (5 ml) at 0° C. was slowly added triphosgene (898 mg, 3.034 mmol). The resulting mixture was stirred for 2 hr at RT. After completion of the reaction, the reaction mixture was filtered and washed with fresh THF to get rid of inorganic salts. The filtrate was concentrated under reduced pressure to get crude product 61 in 55% yield. The crude product, thus obtained, was immediately use... Reaction SMILES: [OH:1][CH:2]1[CH2:5][N:4]([C:6]([O:8][C:9]([CH3:12])([CH3:11])[CH3:10])=[O:7])[CH2:3]1.CCN(C(C)C)C(C)C.[Cl:22][C:23](Cl)([O:25]C(=O)OC(Cl)(Cl)Cl)Cl>C1COCC1>[Cl:22][C:23]([O:1][CH:2]1[CH2:3][N:4]([C:6]([O:8][C:9]([CH3:12])([CH3:11])[CH3:10])=[O:7])[CH2:5]1)=[O:25]. Reactants: OC1CN(C1)C(=O)OC(C)(C)C (tert-butyl 3-hydroxyazetidine-1-carboxylate), CCN(C(C)C)C(C)C (DIPEA), ClC(Cl)(OC(OC(Cl)(Cl)Cl)=O)Cl (triphosgene). Product: ClC(=O)OC1CN(C1)C(=O)OC(C)(C)C (tert-Butyl 3-((chlorocarbonyl)oxy)azetidine-1-carboxylate). Reaction SMILES: [C:1]([C:3]1[CH:37]=[CH:36][C:6]([O:7][CH2:8][CH2:9][CH2:10][C:11]2[C:27]([O:28][CH2:29][C:30]3[CH:35]=[CH:34][CH:33]=[CH:32][CH:31]=3)=[CH:26][C:14]3[CH2:15][CH:16]([CH2:18][CH2:19][C:20]4[CH:25]=[CH:24][CH:23]=[CH:22][CH:21]=4)[O:17][C:13]=3[CH:12]=2)=[CH:5][CH:4]=1)#[N:2].C([Sn]([N:51]=[N+:52]=[N-:53])(CCCC)CCCC)CCC>>[NH:51]1[C:1]([C:3]2[CH:37]=[CH:36][C:6]([O:7][CH2:8][CH2:9][CH2:10][C:11]3[C:27]([O:28][CH2:29][C:30]4[CH:35]=[CH:34][CH:33]=[CH:32][CH:31]=4)=[CH:26][C:14]4[CH2:15][CH:16]([CH2:18][CH2:19][C:20]5[CH:25]=[CH:24][CH:23]=[CH:22][CH:21]=5)[O:17][C:13]=4[CH:12]=3)=[CH:5][CH:4]=2)=[N:2][N:53]=[N:52]1. Procedure: A mixture of 6-[3-(4-cyanophenoxy)propyl]-5-benzyloxy-2-(2-phenylethyl)-2,3-dihydrobenzofuran E22 (1 gm, 2.0 mmoles) and tri-n-butyl tin azide (2.2 gm; 6.6 mmoles) was heated in an oil bath at 125° C. for 90 minutes. The total mixture was chromatographed on silica gel using 1:1 ethyl acetate in hexane and containing 10% acetic acid to yield 1.2 gm of 6-{3-[4-(1H-tetrazol-5-yl)phenoxy]propyl}-5-benzyloxy-2-(2-phenylethyl)-2,3-dihydrobenzofuran, E23. The reactants are C(#N)C1=CC=C(OCCCC2=CC3=C(CC(O3)CCC3=CC=CC=C3)C=C2OCC2=CC=CC=C2)C=C1 (6-[3-(4-cyanophenoxy)propyl]-5-benzyloxy-2-(2-phenylethyl)-2,3-dihydrobenzofuran), C(CCC)[Sn](CCCC)(CCCC)N=[N+]=[N-] (tri-n-butyl tin azide). Yields the product N1N=NN=C1C1=CC=C(OCCCC2=CC3=C(CC(O3)CCC3=CC=CC=C3)C=C2OCC2=CC=CC=C2)C=C1 (6-{3-[4-(1H-tetrazol-5-yl)phenoxy]propyl}-5-benzyloxy-2-(2-phenylethyl)-2,3-dihydrobenzofuran). The reactants are ClC=1C=C(C(=C(C(=O)OC)C1)NS(=O)(=O)NC(C)C)C (Methyl 5-chloro-3-methyl-2-((((1-methylethyl)amino)sulfonyl)amino)benzoate), CO (methanol), C[O-].[Na+] (sodium methoxide), C([O-])(O)=O.[Na+] (Sodium bicarbonate). Solvent: C1=CC=CC=C1 (benzene), O (water). Reaction conditions: time 5 hour. The product is ClC=1C=C(C2=C(C(N(S(N2)(=O)=O)C(C)C)=O)C1)C (6-chloro-8-methyl-3-(1-methylethyl)-1H-2,1,3-benzothiadiazin-4(3H)-one-2,2-dioxide). RXN SMILES: [Cl:1][C:2]1[CH:3]=[C:4]([CH3:20])[C:5]([NH:12][S:13]([NH:16][CH:17]([CH3:19])[CH3:18])(=[O:15])=[O:14])=[C:6]([CH:11]=1)[C:7](OC)=[O:8].CO.C[O-].[Na+].C(=O)(O)[O-].[Na+]>C1C=CC=CC=1.O>[Cl:1][C:2]1[CH:3]=[C:4]([CH3:20])[C:5]2[NH:12][S:13](=[O:15])(=[O:14])[N:16]([CH:17]([CH3:19])[CH3:18])[C:7](=[O:8])[C:6]=2[CH:11]=1 |f:2.3,4.5|. Reported procedure: Methyl 5-chloro-3-methyl-2-((((1-methylethyl)amino)sulfonyl)amino)benzoate (26.31 grams; 0.08 mole) was mixed with 200 milliliters (ml) of methanol and sodium methoxide (8.84 grams; 0.164 mole) added thereto. The resulting reaction mixture was heated at the reflux temperature thereof for a period of 5 hours. The solvent was then removed in vacuo leaving a solid brown residue which was dissolved in 200 ml. of water. Sodium bicarbonate (20 grams) was added to the aqueous mixture and the resulting ... Starting materials: C(C#CC)OC1=CC=C(C=C1)S(=O)(=O)NC (4-But-2-ynyloxy-N-methyl-benzenesulfonamide), [H-].[Na+] (sodium hydride), C(C)OC(=O)C=1C(=C2C(=NC1)ON=C2C)Cl (ethyl-4-chloro-3-methylisoxazolo[5,4-b]pyridine-5-carboxylate). Run in CN1C(CCC1)=O (1-methyl-2-pyrrolidinone), CN1C(CCC1)=O (1-methyl-2-pyrrolidinone). Run at time 30 minute. The product is C(C)OC(=O)C=1C(=C2C(=NC1)ON=C2C)N(C)S(=O)(=O)C2=CC=C(C=C2)OCC#CC (4-[(4-But-2-ynyloxy-benzenesulfonyl)-methyl-amino]-3-methyl-isoxazolo[5,4-b]pyridine-5-carboxylic acid ethyl ester). The yield is 90.2%. RXN SMILES: [H-].[Na+].[CH2:3]([O:7][C:8]1[CH:13]=[CH:12][C:11]([S:14]([NH:17][CH3:18])(=[O:16])=[O:15])=[CH:10][CH:9]=1)[C:4]#[C:5][CH3:6].[CH2:19]([O:21][C:22]([C:24]1[C:25](Cl)=[C:26]2[C:32]([CH3:33])=[N:31][O:30][C:27]2=[N:28][CH:29]=1)=[O:23])[CH3:20]>CN1CCCC1=O>[CH2:19]([O:21][C:22]([C:24]1[C:25]([N:17]([S:14]([C:11]2[CH:12]=[CH:13][C:8]([O:7][CH2:3][C:4]#[C:5][CH3:6])=[CH:9][CH:10]=2)(=[O:15])=[O:16])[CH3:18])=[C:26]2[C:32]([CH3:33])=[N:31][O:30][C:27]2=[N:28][CH:29]=1)=[O:23])[CH3:20] |f:0.1|. Procedure: To a suspension of 0.105 g (0.63 mmol) of 60% sodium hydride in 8 mL of 1-methyl-2-pyrrolidinone was added 0.628 g (2.63 mmol) of the product of Example 5 and the resulting mixture was stirred for 30 minutes at room temperature. A solution of 0.601 g (2.50 mmol) of ethyl-4-chloro-3-methylisoxazolo[5,4-b]pyridine-5-carboxylate in 7 mL of 1-methyl-2-pyrrolidinone was added and the reaction was heated to 80-90° C. for 48 h. The reaction mixture was then concentrated in vacuo and the residue was dil...